From a dataset of the Open Reaction Database (ORD), a public repository of structured organic reaction records. describe an organic reaction: reactants, conditions, products, and yield The reactants are Brc1csc(-c2ccccn2)c1, O=C1NCC2(CN3CCC2CC3)O1. Yields the product O=C1OC2(CN3CCC2CC3)CN1c1csc(-c2ccccn2)c1. Reaction SMILES: [Br:14][c:15]1[cH:16][c:17](-[c:20]2[n:21][cH:22][cH:23][cH:24][cH:25]2)[s:18][cH:19]1.[O:1]1[C:2](=[O:13])[NH:3][CH2:4][C:5]12[CH2:6][N:7]1[CH2:8][CH2:9][CH:10]2[CH2:11][CH2:12]1>>[O:1]1[C:2](=[O:13])[N:3]([c:15]2[cH:16][c:17](-[c:20]3[n:21][cH:22][cH:23][cH:24][cH:25]3)[s:18][cH:19]2)[CH2:4][C:5]12[CH2:6][N:7]1[CH2:8][CH2:9][CH:10]2[CH2:11][CH2:12]1. Starting materials: ClC1=CC(=C(OCC#N)C(=C1)C)C ((4-Chloro-2,6-dimethyl-phenoxy)-acetonitrile), BrN1C(CCC1=O)=O (N-bromosuccinimide), C(C1=CC=CC=C1)(=O)OOC(C1=CC=CC=C1)=O (benzoyl peroxide). Solvent: C(Cl)(Cl)(Cl)Cl (carbon tetrachloride). Product: BrCC1=C(OCC#N)C(=CC(=C1)Cl)C ((2-Bromomethyl-4-chloro-6-methyl-phenoxy)-acetonitrile). Reaction SMILES: [Cl:1][C:2]1[CH:11]=[C:10]([CH3:12])[C:5]([O:6][CH2:7][C:8]#[N:9])=[C:4]([CH3:13])[CH:3]=1.[Br:14]N1C(=O)CCC1=O.C(OOC(=O)C1C=CC=CC=1)(=O)C1C=CC=CC=1>C(Cl)(Cl)(Cl)Cl>[Br:14][CH2:13][C:4]1[CH:3]=[C:2]([Cl:1])[CH:11]=[C:10]([CH3:12])[C:5]=1[O:6][CH2:7][C:8]#[N:9]. Procedure: (4-Chloro-2,6-dimethyl-phenoxy)-acetonitrile (700 mg, 3.6 mmol, example 42), N-bromosuccinimide (510 mg, 2.9 mmol) and benzoyl peroxide (72 mg, 0.29 mmol) are heated at reflux in carbon tetrachloride (10 mL) for 16 h. The reaction is cooled, filtered and the filtrate is concentrated and purified by column chromatograpy (silica, 5% ethyl acetate in hexanes) to provide the title compound. MS (EI) 273, 275(M)+, Br pattern. Yields the product CC(C)(CO[Si](C)(C)C(C)(C)C)Cn1ccc2cc(Br)ccc2c1=O. RXN SMILES: [Br:21][c:22]1[cH:23][c:24]2[cH:25][cH:26][nH:27][c:28](=[O:32])[c:29]2[cH:30][cH:31]1.[Br:7][CH2:8][C:9]([CH2:10][O:11][Si:12]([CH3:13])([CH3:14])[C:15]([CH3:16])([CH3:17])[CH3:18])([CH3:19])[CH3:20].[C:1](=[O:2])([O-:3])[O-:4].[Cs+:5].[Cs+:6].[O:33]=[CH:34][N:35]([CH3:36])[CH3:37].[OH2:38]>>[CH2:8]([C:9]([CH2:10][O:11][Si:12]([CH3:13])([CH3:14])[C:15]([CH3:16])([CH3:17])[CH3:18])([CH3:19])[CH3:20])[n:27]1[cH:26][cH:25][c:24]2[cH:23][c:22]([Br:21])[cH:31][cH:30][c:29]2[c:28]1=[O:32]. The reactants are O=c1[nH]ccc2cc(Br)ccc12, CC(C)(CBr)CO[Si](C)(C)C(C)(C)C, O=C([O-])[O-], [Cs+], [Cs+], CN(C)C=O, O. Starting materials: Cl.C(C1=CC=CC=C1)OP(=O)(CC1CCCCC1)C[C@@H](CN)O (((R)-3-amino-2-hydroxy-propyl)-cyclohexylmethyl-phosphinic acid benzyl ester hydrochloride), C(=O)(OCC1=CC=CC=C1)N[C@H](C(C)C)C(=O)O (N-Cbz-D-valine). Yields the product benzyl ester, N[C@@H](C(=O)NC[C@H](CP(O)(=O)CC1CCCCC1)O)C(C)C ([(R)-3-((R)-2-Amino-3-methyl-butyrylamino)-2-hydroxy-propyl]-cyclohexylmethyl-phosphinic acid). As a reaction SMILES: Cl.C([O:9][P:10]([CH2:19][C@H:20]([OH:23])[CH2:21][NH2:22])([CH2:12][CH:13]1[CH2:18][CH2:17][CH2:16][CH2:15][CH2:14]1)=[O:11])C1C=CC=CC=1.C([NH:34][C@@H:35]([C:39](O)=[O:40])[CH:36]([CH3:38])[CH3:37])(OCC1C=CC=CC=1)=O>>[NH2:34][C@H:35]([CH:36]([CH3:38])[CH3:37])[C:39]([NH:22][CH2:21][C@@H:20]([OH:23])[CH2:19][P:10]([CH2:12][CH:13]1[CH2:14][CH2:15][CH2:16][CH2:17][CH2:18]1)(=[O:11])[OH:9])=[O:40] |f:0.1|. Procedure details: Step 4, Method B of Example 1 was substantially repeated in this Example 4 except for employing ((R)-3-amino-2-hydroxy-propyl)-cyclohexylmethyl-phosphinic acid benzyl ester hydrochloride and N-Cbz-D-valine as the starting materials. Subsequent hydrogenation of the resulting benzyl ester in accordance with the procedures of Step 5, Method A of Example 1 yielded the title compound. 1H NMR (CD3OD, 300 MHz): δ 4.15-4.01 (m, 1H), 3.58 (d, 1H), 3.55-3.43 (m, 1H), 3.32-3.15 (m, 1H), 2.25-2.07 (m, 1H), ... Starting materials: CO, O=C(NC1CN2CCC1CC2)c1cc2cc([N+](=O)[O-])ccc2o1, CN(C)C=O, Cl[Sn]Cl. Product: Nc1ccc2oc(C(=O)NC3CN4CCC3CC4)cc2c1. Reaction SMILES: [CH3:32][OH:33].[N:4]12[CH2:5][CH:6]([NH:12][C:13](=[O:14])[c:15]3[o:16][c:17]4[c:18]([cH:19]3)[cH:20][c:21]([N+:24]([O-:25])=[O:26])[cH:22][cH:23]4)[CH:7]([CH2:8][CH2:9]1)[CH2:10][CH2:11]2.[O:27]=[CH:28][N:29]([CH3:30])[CH3:31].[Sn:1]([Cl:2])[Cl:3]>>[N:4]12[CH2:5][CH:6]([NH:12][C:13](=[O:14])[c:15]3[o:16][c:17]4[c:18]([cH:19]3)[cH:20][c:21]([NH2:24])[cH:22][cH:23]4)[CH:7]([CH2:8][CH2:9]1)[CH2:10][CH2:11]2. Yields the product CNc1nc(Sc2ccccc2)ccc1N. RXN SMILES: [CH3:19][OH:20].[CH3:1][NH:2][c:3]1[n:4][c:5]([S:12][c:13]2[cH:14][cH:15][cH:16][cH:17][cH:18]2)[cH:6][cH:7][c:8]1[N+:9]([O-:10])=[O:11]>>[CH3:1][NH:2][c:3]1[n:4][c:5]([S:12][c:13]2[cH:14][cH:15][cH:16][cH:17][cH:18]2)[cH:6][cH:7][c:8]1[NH2:9]. Reactants: CO, CNc1nc(Sc2ccccc2)ccc1[N+](=O)[O-]. The reactants are C1CCOC1, Nc1cccc(O)c1, Cc1cc(C(=O)Nc2ccc(C(=O)c3ccc4c(c3)NC(=O)C4=CO)cc2)n(C)n1. Product: Cc1cc(C(=O)Nc2ccc(C(=O)c3ccc4c(c3)NC(=O)C4=CNc3cccc(O)c3)cc2)n(C)n1. RXN SMILES: [CH2:39]1[O:40][CH2:41][CH2:42][CH2:43]1.[NH2:31][c:32]1[cH:33][cH:34][cH:35][c:36]([OH:37])[cH:38]1.[OH:1][CH:2]=[C:3]1[C:4](=[O:30])[NH:5][c:6]2[cH:7][c:8]([C:12](=[O:13])[c:14]3[cH:15][cH:16][c:17]([NH:20][C:21](=[O:22])[c:23]4[n:24]([CH3:29])[n:25][c:26]([CH3:28])[cH:27]4)[cH:18][cH:19]3)[cH:9][cH:10][c:11]21>>[CH:2](=[C:3]1[C:4](=[O:30])[NH:5][c:6]2[cH:7][c:8]([C:12](=[O:13])[c:14]3[cH:15][cH:16][c:17]([NH:20][C:21](=[O:22])[c:23]4[n:24]([CH3:29])[n:25][c:26]([CH3:28])[cH:27]4)[cH:18][cH:19]3)[cH:9][cH:10][c:11]21)[NH:31][c:32]1[cH:33][cH:34][cH:35][c:36]([OH:37])[cH:38]1.